From a dataset of the Open Reaction Database (ORD), a public repository of structured organic reaction records. describe an organic reaction: reactants, conditions, products, and yield Reactants: Cc1nc2c([N+](=O)[O-])cc(Br)cc2n1Cc1cccc2ccccc12, O=C([O-])[O-], C1COCCN1, [Cs+], [Cs+], C1COCCO1, O=C(C=Cc1ccccc1)C=Cc1ccccc1, O=C(C=Cc1ccccc1)C=Cc1ccccc1, O=C(C=Cc1ccccc1)C=Cc1ccccc1, [Pd], [Pd]. Product: Cc1nc2c([N+](=O)[O-])cc(N3CCOCC3)cc2n1Cc1cccc2ccccc12. RXN SMILES: [Br:1][c:2]1[cH:3][c:4]([N+:23](=[O:24])[O-:25])[c:5]2[c:6]([n:7]([CH2:11][c:12]3[cH:13][cH:14][cH:15][c:16]4[cH:17][cH:18][cH:19][cH:20][c:21]34)[c:8]([CH3:10])[n:9]2)[cH:22]1.[C:32](=[O:33])([O-:34])[O-:35].[CH2:26]1[CH2:27][O:28][CH2:29][CH2:30][NH:31]1.[Cs+:36].[Cs+:37].[O:38]1[CH2:39][CH2:40][O:41][CH2:42][CH2:43]1.[O:46]=[C:47]([CH:48]=[CH:49][c:50]1[cH:51][cH:52][cH:53][cH:54][cH:55]1)[CH:56]=[CH:57][c:58]1[cH:59][cH:60][cH:61][cH:62][cH:63]1.[O:64]=[C:65]([CH:66]=[CH:67][c:68]1[cH:69][cH:70][cH:71][cH:72][cH:73]1)[CH:74]=[CH:75][c:76]1[cH:77][cH:78][cH:79][cH:80][cH:81]1.[O:82]=[C:83]([CH:84]=[CH:85][c:86]1[cH:87][cH:88][cH:89][cH:90][cH:91]1)[CH:92]=[CH:93][c:94]1[cH:95][cH:96][cH:97][cH:98][cH:99]1.[Pd:44].[Pd:45]>>[c:2]1([N:31]2[CH2:26][CH2:27][O:28][CH2:29][CH2:30]2)[cH:3][c:4]([N+:23](=[O:24])[O-:25])[c:5]2[c:6]([n:7]([CH2:11][c:12]3[cH:13][cH:14][cH:15][c:16]4[cH:17][cH:18][cH:19][cH:20][c:21]34)[c:8]([CH3:10])[n:9]2)[cH:22]1. Starting materials: ClC1=NC=2CCCCC2N=C1 (2-chloro-5,6,7,8-tetrahydroquinoxaline), [NH4+].[OH-] (NH4OH). Reagents/catalysts: [Cu] (copper). Run in C(C)(C)O (isopropyl alcohol). Reaction conditions: temperature 133 celsius. Product: NC1=NC=2CCCCC2N=C1 (2-amino-5,6,7,8-tetrahydroquinoxaline). RXN SMILES: Cl[C:2]1[CH:11]=[N:10][C:9]2[CH2:8][CH2:7][CH2:6][CH2:5][C:4]=2[N:3]=1.[NH4+:12].[OH-]>[Cu].C(O)(C)C>[NH2:12][C:2]1[CH:11]=[N:10][C:9]2[CH2:8][CH2:7][CH2:6][CH2:5][C:4]=2[N:3]=1 |f:1.2|. Procedure details: A seated tube containing 2-chloro-5,6,7,8-tetrahydroquinoxaline (1.51 g, 0.009 mol), concentrated NH4OH (10 mL), isopropyl alcohol (30 mL), and copper powder (300 mg) was heated in an oil bath at 133° C. for 20 hours. The cooled mixture was filtered through celite and washed through the filter agent with H2O and hexanes. The layers were separated and the aqueous portion was washed (2×) with hexanes in order to remove unreacted starting material and then extracted with EtOAc (4×). The combined Et... Starting materials: O=C1CC(CCC1)C(=O)O (3-oxocyclohexanecarboxylic acid), [Si](C)(C)(C)C=[N+]=[N-] (TMS-diazomethane), CO (MeOH). Solvent: C(C)OCC (diethyl ether). The product is O=C1CC(CCC1)C(=O)OC (Methyl 3-oxocyclohexanecarboxylate). RXN SMILES: [O:1]=[C:2]1[CH2:7][CH2:6][CH2:5][CH:4]([C:8]([OH:10])=[O:9])[CH2:3]1.[Si](C=[N+]=[N-])(C)(C)[CH3:12].CO>C(OCC)C>[O:1]=[C:2]1[CH2:7][CH2:6][CH2:5][CH:4]([C:8]([O:10][CH3:12])=[O:9])[CH2:3]1. Procedure details: To a solution of 3-oxocyclohexanecarboxylic acid (1.0 g, 7.0 mmol) in diethyl ether (28 mL) was added dropwise TMS-diazomethane (3.5 mL, 7.0 mmol, 2.0 mL in diethyl ether). MeOH (30 mL) was added and the mixture was maintained at ambient temperature for 30 minutes. The mixture was concentrated in vacuo, and the residue was purified by MPLC on silica gel (using a gradient elution of 0-45% EtOAc/hexanes). Desired fractions were identified, combined, and concentrated in vacuo to afford the title co... Reaction SMILES: [C:1]1(=[O:11])[NH:5][C:4](=[O:6])[C@H:3]2[CH2:7][CH:8]=[CH:9][CH2:10][C@@H:2]12.C(=O)([O-])[O-].[K+].[K+].[CH2:18](Cl)[C:19]1[CH:24]=[CH:23][CH:22]=[CH:21][CH:20]=1>CN(C)C=O.C(OCC)(=O)C>[CH2:18]([N:5]1[C:1](=[O:11])[C@H:2]2[CH2:10][CH:9]=[CH:8][CH2:7][C@H:3]2[C:4]1=[O:6])[C:19]1[CH:24]=[CH:23][CH:22]=[CH:21][CH:20]=1 |f:1.2.3|. Procedure details: 30.2 g of cis-1,2,3,6-tetrahydrophthalimide was dissolved in 200 ml of N,N-dimethylformamide. After adding 38.7 g of potassium carbonate and 30.4 g of benzyl chloride, the resulting mixture was stirred at 50° C. for 3 hours and further at room temperature overnight. Then the reaction mixture was diluted with ethyl acetate and washed with water. The aqueous layer was extracted with ethyl acetate. The organic layer was washed successively with water and a saturated aqueous solution of sodium chlor... Conditions: temperature 50 celsius, time 8 hour. Run in C(C)(=O)OCC (ethyl acetate), CN(C=O)C (N,N-dimethylformamide). Reactants: C([O-])([O-])=O.[K+].[K+] (potassium carbonate), C(C1=CC=CC=C1)Cl (benzyl chloride), C1([C@H]2[C@@H](C(N1)=O)CC=CC2)=O (cis-1,2,3,6-tetrahydrophthalimide). Yields the product C(C1=CC=CC=C1)N1C([C@H]2[C@@H](C1=O)CC=CC2)=O (N-Benzyl-cis-1,2,3,6-tetrahydrophthalimide). The yield is 81.1%. Reported procedure: Hydrazine monohydrate (7 mL) is added to a suspension of 5′-O-trityl-3′-O-phthalimido-thymidine (2.9 g; ca. 3 mmol nucleoside, contaminated with some Ph3P═O) in ethanol (30 mL), and the solution is heated under reflux for 2 h. The ethanol is removed in vacuo and the resulting mixture is partitioned between CH2Cl2 (100 mL) and aqueous NaCl (50% sat.; 100 mL). The organic phase is separated and concentrated in vacuo to give a colorless foam, which is redissolved in anhydrous dichloromethane (20 mL... RXN SMILES: O.NN.C([O:23][CH2:24][C@H:25]1[O:29][C@@H:28]([N:30]2[CH:38]=[C:36]([CH3:37])[C:34](=[O:35])[NH:33][C:31]2=[O:32])[CH2:27][C@@H:26]1[O:39][N:40]1C(=O)C2=CC=CC=C2C1=O)(C1C=CC=CC=1)(C1C=CC=CC=1)C1C=CC=CC=1.C1C=CC(P(C2C=CC=CC=2)C2C=CC=CC=2)=CC=1>C(O)C.ClCCl.[Cl-].[Zn+2].[Cl-]>[NH2:40][O:39][C@@H:26]1[C@@H:25]([CH2:24][OH:23])[O:29][C@@H:28]([N:30]2[CH:38]=[C:36]([CH3:37])[C:34](=[O:35])[NH:33][C:31]2=[O:32])[CH2:27]1 |f:0.1,6.7.8|. Yields the product NO[C@H]1C[C@@H](O[C@@H]1CO)N1C(=O)NC(=O)C(C)=C1 (3′-O-amino-thymidine). Reactants: C1=CC=C(C=C1)P(C2=CC=CC=C2)C3=CC=CC=C3 (Ph3P), O.NN (Hydrazine monohydrate), C(C1=CC=CC=C1)(C1=CC=CC=C1)(C1=CC=CC=C1)OC[C@@H]1[C@H](C[C@@H](O1)N1C(=O)NC(=O)C(C)=C1)ON1C(C=2C(C1=O)=CC=CC2)=O (5′-O-trityl-3′-O-phthalimido-thymidine), nucleoside. The solvent is C(C)O (ethanol), ClCCl (dichloromethane). Reagents/catalysts: [Cl-].[Zn+2].[Cl-] (zinc chloride). Run at time 30 minute. Reactants: [Al+3], C1CCOC1, N#CCCc1ccc(OCc2ccccc2)cc1, [H-], [H-], [H-], [H-], [Li+], [Na+], [Na+], O=S(=O)([O-])[O-], O. Yields the product NCCCc1ccc(OCc2ccccc2)cc1. Reaction SMILES: [Al+3:2].[CH2:33]1[O:34][CH2:35][CH2:36][CH2:37]1.[CH2:7]([c:8]1[cH:9][cH:10][cH:11][cH:12][cH:13]1)[O:14][c:15]1[cH:16][cH:17][c:18]([CH2:21][CH2:22][C:23]#[N:24])[cH:19][cH:20]1.[H-:1].[H-:4].[H-:5].[H-:6].[Li+:3].[Na+:26].[Na+:27].[O-:28][S:29](=[O:30])(=[O:31])[O-:32].[OH2:25]>>[CH2:7]([c:8]1[cH:9][cH:10][cH:11][cH:12][cH:13]1)[O:14][c:15]1[cH:16][cH:17][c:18]([CH2:21][CH2:22][CH2:23][NH2:24])[cH:19][cH:20]1.